This data is from the Open Reaction Database (ORD), a public repository of structured organic reaction records. The task is: describe an organic reaction: reactants, conditions, products, and yield Solvent: Cl (HCl), O1CCOCC1 (dioxane). Reactants: ClC1=CC=C(C=C1)C1=CC2=C(C(N(N=C2)CC2=CC=CC(=N2)OC[C@@H]2N(CCC2)C(=O)OC(C)(C)C)=O)S1 (tert-Butyl (2R)-2-{[(6-{[2-(4-chlorophenyl)-7-oxothieno[2,3-d]pyridazin-6(7H)-yl]methyl}pyridin-2-yl)oxy]methyl}pyrrolidine-1-carboxylate). As a reaction SMILES: [Cl:1][C:2]1[CH:7]=[CH:6][C:5]([C:8]2[S:38][C:11]3[C:12](=[O:37])[N:13]([CH2:16][C:17]4[N:22]=[C:21]([O:23][CH2:24][C@H:25]5[CH2:29][CH2:28][CH2:27][N:26]5C(OC(C)(C)C)=O)[CH:20]=[CH:19][CH:18]=4)[N:14]=[CH:15][C:10]=3[CH:9]=2)=[CH:4][CH:3]=1>Cl.O1CCOCC1>[Cl:1][C:2]1[CH:3]=[CH:4][C:5]([C:8]2[S:38][C:11]3[C:12](=[O:37])[N:13]([CH2:16][C:17]4[CH:18]=[CH:19][CH:20]=[C:21]([O:23][CH2:24][C@H:25]5[CH2:29][CH2:28][CH2:27][NH:26]5)[N:22]=4)[N:14]=[CH:15][C:10]=3[CH:9]=2)=[CH:6][CH:7]=1. The product is ClC1=CC=C(C=C1)C1=CC2=C(C(N(N=C2)CC2=NC(=CC=C2)OC[C@@H]2NCCC2)=O)S1 (2-(4-Chlorophenyl)-6-({6-[(2R)-pyrrolidin-2-ylmethoxy]pyridin-2-yl}methyl)thieno[2,3-d]pyridazin-7(6H)-one). Procedure details: tert-Butyl (2R)-2-{[(6-{[2-(4-chlorophenyl)-7-oxothieno[2,3-d]pyridazin-6(7H)-yl]methyl}pyridin-2-yl)oxy]methyl}pyrrolidine-1-carboxylate (380 mg, 0.69 mmol) was dissolved in 4M HCl in dioxane (1 mL) and stirred at ambient temperature for 3 h. The solvent was evaporated and the title compound was used directly in the next step. Yield: 310 mg (99%). 1H NMR (399.961 MHz, CDCl3) δ 8.39 (s, 1H), 7.89 (t, J=8.0 Hz, 1H), 7.59 (d, J=8.5 Hz, 2H), 7.50 (s, 1H), 7.41 (d, J=8.7 Hz, 2H), 7.15 (d, J=7.5 Hz, ... Run at time 3 hour.